This data is from the Open Reaction Database (ORD), a public repository of structured organic reaction records. The task is: describe an organic reaction: reactants, conditions, products, and yield Starting materials: CC(C)(C)OC(=O)NC1Cc2ccc(N)cc2C1, ClCCl, Cc1cccc(C(=O)O)c1-c1ccc(C(F)(F)F)cc1, CCOC(C)=O, CCN(C(C)C)C(C)C, [Cl-]. Yields the product Cc1cccc(C(=O)Nc2ccc3c(c2)CC(NC(=O)OC(C)(C)C)C3)c1-c1ccc(C(F)(F)F)cc1. RXN SMILES: [C:1]([CH3:2])([CH3:3])([CH3:4])[O:5][C:6]([NH:7][CH:8]1[CH2:9][c:10]2[cH:11][cH:12][c:13]([NH2:17])[cH:14][c:15]2[CH2:16]1)=[O:18].[CH2:55]([Cl:56])[Cl:57].[CH3:29][c:30]1[cH:31][cH:32][cH:33][c:34]([C:46](=[O:47])[OH:48])[c:35]1-[c:36]1[cH:37][cH:38][c:39]([C:42]([F:43])([F:44])[F:45])[cH:40][cH:41]1.[CH3:49][CH2:50][O:51][C:52](=[O:53])[CH3:54].[CH:19]([N:20]([CH:21]([CH3:22])[CH3:23])[CH2:24][CH3:25])([CH3:26])[CH3:27].[Cl-:28]>>[C:1]([CH3:2])([CH3:3])([CH3:4])[O:5][C:6]([NH:7][CH:8]1[CH2:9][c:10]2[cH:11][cH:12][c:13]([NH:17][C:46]([c:34]3[cH:33][cH:32][cH:31][c:30]([CH3:29])[c:35]3-[c:36]3[cH:37][cH:38][c:39]([C:42]([F:43])([F:44])[F:45])[cH:40][cH:41]3)=[O:47])[cH:14][c:15]2[CH2:16]1)=[O:18]. The reactants are COC1=C(C=O)C=CC=C1 (2-methoxybenzaldehyde), NC1=NNC=C1 (3-aminopyrazole), C(CC(=O)C)(=O)OCC (ethyl acetoacetate). Product: COC1=C(C=CC=C1)C1C=2C(NC(=C1C(=O)OCC)C)=NNC2 (Ethyl 4,7-dihydro-4-(2-methoxyphenyl)-6-methyl-2H-pyrazolo[3,4-b]pyridine-5-carboxylate). Procedure details: The title compound was prepared from 2-methoxybenzaldehyde, 3-aminopyrazole and ethyl acetoacetate in the same manner as in Example 1. Reaction SMILES: [CH3:1][O:2][C:3]1[CH:10]=[CH:9][CH:8]=[CH:7][C:4]=1[CH:5]=O.[NH2:11][C:12]1[CH:16]=[CH:15][NH:14][N:13]=1.[C:17]([O:23][CH2:24][CH3:25])(=[O:22])[CH2:18][C:19]([CH3:21])=O>>[CH3:1][O:2][C:3]1[CH:10]=[CH:9][CH:8]=[CH:7][C:4]=1[CH:5]1[C:18]([C:17]([O:23][CH2:24][CH3:25])=[O:22])=[C:19]([CH3:21])[NH:11][C:12]2=[N:13][NH:14][CH:15]=[C:16]12. Starting materials: BrC=1C=C(SC1)C (4-Bromo-2-methylthiophene), B(OC(C)C)(OC(C)C)OC(C)C (triisopropyl borate), [Li]CCCC (n-BuLi), CCCCCC (hexane), N#N (N2), Cl (HCl). Solvent: C1CCOC1 (THF). Reaction conditions: temperature -70 celsius, time 30 minute. Product: CC1=CC(=CS1)B(O)O ((5-methylthiophen-3-yl)boronic Acid). RXN SMILES: Br[C:2]1[CH:3]=[C:4]([CH3:7])[S:5][CH:6]=1.[B:8](OC(C)C)([O:13]C(C)C)[O:9]C(C)C.N#N.[Li]CCCC.CCCCCC.Cl>C1COCC1>[CH3:7][C:4]1[S:5][CH:6]=[C:2]([B:8]([OH:13])[OH:9])[CH:3]=1. Procedure: 4-Bromo-2-methylthiophene (300 mg, 1.69 mmol) and triisopropyl borate (486 μL, 2.12 mmol) were dissolved in THF (1 mL) and the solution was vacuumed and filled with N2 3 times. The solution was cooled to −70° C. using an acetone/dry ice bath. 2.5 M of n-BuLi in hexane (1.0 mL, 2.54 mmol) was added drop wise and the mixture was stirred for an additional 30 minutes while the temperature was held at −70° C. The reaction mixture was allowed to warm up to −20° C. and 2 mL of 3 N HCl was added. When t...